The task is: describe an organic reaction: reactants, conditions, products, and yield. This data is from the Open Reaction Database (ORD), a public repository of structured organic reaction records. Starting materials: OC1=CC(=C(C(=O)N)C=C1OC)[N+](=O)[O-] (4-Hydroxy-5-methoxy-2-nitrobenzamide), C1(=CC=C(C=C1)S(=O)(=O)OCCOC1=CC=NC=C1)C (2-(4-pyridyloxy)ethyl paratoluene sulphonate), C([O-])([O-])=O.[K+].[K+] (potassium carbonate). Solvent: CN(C)C=O (DMF). Run at temperature 80 celsius. The product is COC=1C(=CC(=C(C(=O)N)C1)[N+](=O)[O-])OCCOC1=CC=NC=C1 (5-methoxy-2-nitro-4-(2-(4-pyridyloxy)ethoxy)benzamide). Yield: 68.2%. As a reaction SMILES: [OH:1][C:2]1[C:10]([O:11][CH3:12])=[CH:9][C:5]([C:6]([NH2:8])=[O:7])=[C:4]([N+:13]([O-:15])=[O:14])[CH:3]=1.C1(C)C=CC(S(O[CH2:26][CH2:27][O:28][C:29]2[CH:34]=[CH:33][N:32]=[CH:31][CH:30]=2)(=O)=O)=CC=1.C(=O)([O-])[O-].[K+].[K+]>CN(C=O)C>[CH3:12][O:11][C:10]1[C:2]([O:1][CH2:26][CH2:27][O:28][C:29]2[CH:34]=[CH:33][N:32]=[CH:31][CH:30]=2)=[CH:3][C:4]([N+:13]([O-:15])=[O:14])=[C:5]([CH:9]=1)[C:6]([NH2:8])=[O:7] |f:2.3.4|. Procedure details: 4-Hydroxy-5-methoxy-2-nitrobenzamide (1.86 g, 9.5 mmol) and 2-(4-pyridyloxy)ethyl paratoluene sulphonate (3.3 g, 11.2 mmol) were mixed in the presence of potassium carbonate (1.7 g, 12.3 mmol) and anhydrous DMF (25 ml) and heated at 80° C. for 2 hours. The reaction mixture was allowed to cool overnight, the DMF was removed by evaporation and the residue was quenched into water (250 ml). The solid was collected by filtration and washed with a mixture of acetone/ether (1/1) to give 5-methoxy-2-nit...